This data is from the Open Reaction Database (ORD), a public repository of structured organic reaction records. The task is: describe an organic reaction: reactants, conditions, products, and yield The reactants are C(CCSSCCC(=O)O)(=O)O (3,3′-dithiodipropionic acid), CS(=O)(=O)O (methanesulfonic acid), C(C)N(CC)CCCCCCO (6-(N,N-diethyl)amino-1-hexanol). Run in C(C(C)C)C(=O)C (methyl isobutyl ketone). Run at temperature 120 celsius, time 10 minute. Yields the product methanesulfonate salt, C(C)N(CC)CCCCCCOC(CCSSCCC(=O)OCCCCCCN(CC)CC)=O (di[6-(N,N-diethyl)aminohexyl]3,3′-dithiodipropionate). RXN SMILES: CS(O)(=O)=O.[CH2:6]([N:8]([CH2:11][CH2:12][CH2:13][CH2:14][CH2:15][CH2:16][OH:17])[CH2:9][CH3:10])[CH3:7].[C:18]([OH:29])(=[O:28])[CH2:19][CH2:20][S:21][S:22][CH2:23][CH2:24][C:25]([OH:27])=O>C(C(C)=O)C(C)C>[CH2:9]([N:8]([CH2:11][CH2:12][CH2:13][CH2:14][CH2:15][CH2:16][O:17][C:25](=[O:27])[CH2:24][CH2:23][S:22][S:21][CH2:20][CH2:19][C:18]([O:29][CH2:16][CH2:15][CH2:14][CH2:13][CH2:12][CH2:11][N:8]([CH2:9][CH3:10])[CH2:6][CH3:7])=[O:28])[CH2:6][CH3:7])[CH3:10]. Reported procedure: 1.3 g of methanesulfonic acid (manufactured by Wako Pure Chemical Industries, Ltd.) was added dropwise, under an atmosphere of nitrogen and at 70° C., to 2.3 g of the obtained 6-(N,N-diethyl)amino-1-hexanol. After stifling for 10 minutes, 1.4 g of 3,3′-dithiodipropionic acid (manufactured by Wako Pure Chemical Industries, Ltd.) was added, and the resulting mixture was heated to 120° C. and then stirred at 110° C. for 4 hours. Following completion of the reaction, the reaction mixture was cooled ... Reactants: C[Al](C)C (Me3Al), CN.Cl (MeNH2.HCl), C(C)OC(CC(C1=CC=CC=C1)C1=C2C=CNC2=CC=C1OC)=O (3-(5-methoxy-1H-Indol-4-yl)-3-phenyl-propionic acid ethyl ester). Solvent: C1=CC=CC=C1 (benzene), C1=CC=CC=C1 (benzene). Yields the product COC=1C(=C2C=CNC2=CC1)C(CC(=O)NC)C1=CC=CC=C1 (3-(5-Methoxy-1H-Indol-4-yl)-N-methyl-3-phenyl-propionamide). As a reaction SMILES: [CH3:1][NH2:2].Cl.C[Al](C)C.C(O[C:11](=[O:31])[CH2:12][CH:13]([C:20]1[C:28]([O:29][CH3:30])=[CH:27][CH:26]=[C:25]2[C:21]=1[CH:22]=[CH:23][NH:24]2)[C:14]1[CH:19]=[CH:18][CH:17]=[CH:16][CH:15]=1)C>C1C=CC=CC=1>[CH3:30][O:29][C:28]1[C:20]([CH:13]([C:14]2[CH:15]=[CH:16][CH:17]=[CH:18][CH:19]=2)[CH2:12][C:11]([NH:2][CH3:1])=[O:31])=[C:21]2[C:25](=[CH:26][CH:27]=1)[NH:24][CH:23]=[CH:22]2 |f:0.1|. Procedure: To a 0° C. suspension of MeNH2.HCl (15.6 mg, 0.231 mmol) in benzene (2 ml) was added Me3Al (2M in toluene, 115 μl, 2.31 mmol). The mixture was stirred at 0° C. for 5 min and at RT for 2 hours after which a solution of 3-(5-methoxy-1H-Indol-4-yl)-3-phenyl-propionic acid ethyl ester XLIX in benzene (4 ml) was added. The reaction mixture was stirred at reflux for 5 hours and at room temperature for 16 hours, and quenched by addition of HCl (0.5 M). The aqueous layer was extracted with EtOAc. The or...